This data is from the Open Reaction Database (ORD), a public repository of structured organic reaction records. The task is: describe an organic reaction: reactants, conditions, products, and yield Reactants: C(C)(=O)OC(C)=O (Acetic anhydride), CC=1OC(=C(N1)C(COC1=CC=C(CC2C(NC(S2)=O)=O)C=C1)O)C (5-{4-[2-(2,5-dimethyl-4-oxazolyl)-2-hydroxyethoxy]benzyl}-2,4-thiazolidinedione), O (water). The solvent is CS(=O)C (dimethylsulfoxide). Reaction conditions: time 8 hour. Yields the product CC=1OC(=C(N1)C(COC1=CC=C(CC2C(NC(S2)=O)=O)C=C1)=O)C (5-{4-[2-(2,5-dimethyl-4-oxazolyl)-2-oxoethoxy]benzyl}-2,4-thiazolidinedione). Yield: 48.3%. As a reaction SMILES: C(OC(=O)C)(=O)C.[CH3:8][C:9]1[O:10][C:11]([CH3:32])=[C:12]([CH:14]([OH:31])[CH2:15][O:16][C:17]2[CH:30]=[CH:29][C:20]([CH2:21][CH:22]3[S:26][C:25](=[O:27])[NH:24][C:23]3=[O:28])=[CH:19][CH:18]=2)[N:13]=1.O>CS(C)=O>[CH3:8][C:9]1[O:10][C:11]([CH3:32])=[C:12]([C:14](=[O:31])[CH2:15][O:16][C:17]2[CH:18]=[CH:19][C:20]([CH2:21][CH:22]3[S:26][C:25](=[O:27])[NH:24][C:23]3=[O:28])=[CH:29][CH:30]=2)[N:13]=1. Procedure: Acetic anhydride (1.0 ml) was added to a solution of 5-{4-[2-(2,5-dimethyl-4-oxazolyl)-2-hydroxyethoxy]benzyl}-2,4-thiazolidinedione (0.5 g) in dimethylsulfoxide (10 ml), and the mixture was allowed to stand overnight and poured into water. The mixture was extracted with ethyl acetate. The ethyl acetate layer was washed with water, dried (MgSO4) and concetrated. The oily residue was chromatographed on a column of silica gel (40 g), and from the fractions eluted with benzene-acetone (9:1 V/v), th... The reactants are ClC=1C=C(OC2=CC=C(C=O)C=C2)C=C(C1)Cl (4-(3,5-dichloro-phenoxy)-benzaldehyde), N1CCCC1 (pyrrolidine). The product is ClC=1C=C(OC2=CC=C(CN3CCCC3)C=C2)C=C(C1)Cl (1-[4-(3,5-Dichloro-phenoxy)-benzyl]-pyrrolidine). As a reaction SMILES: [Cl:1][C:2]1[CH:3]=[C:4]([CH:14]=[C:15]([Cl:17])[CH:16]=1)[O:5][C:6]1[CH:13]=[CH:12][C:9]([CH:10]=O)=[CH:8][CH:7]=1.[NH:18]1[CH2:22][CH2:21][CH2:20][CH2:19]1>>[Cl:1][C:2]1[CH:3]=[C:4]([CH:14]=[C:15]([Cl:17])[CH:16]=1)[O:5][C:6]1[CH:13]=[CH:12][C:9]([CH2:10][N:18]2[CH2:22][CH2:21][CH2:20][CH2:19]2)=[CH:8][CH:7]=1. Procedure details: The title compound was prepared starting from 4-(3,5-dichloro-phenoxy)-benzaldehyde and pyrrolidine by the same method (step B) described in Example 1. 1H NMR (400 MHz, CDCI3)δ7.22 (t, J=7.8 Hz, 1 H), 7.07 (d, J=7.6 Hz,1 H), 6.96 (m, 2 H), 6.81 (m,1 H), 6.76 (m, 2 H), 3.52 (s, 2 H), 2.45 (m, 4 H), 1.70 (m, 4 H). Starting materials: O (water), C(C)(=O)OC(C)=O (acetic anhydride), [N+](=O)(O)[O-] (nitric acid), C(C)(=O)NC1=CC=NN1C1=C(C(=C(C(=C1F)F)C(F)(F)F)F)F (5-acetamido-1-(2,3,5,6-tetrafluoro-4-trifluoromethyl-phenyl)-pyrazole). The solvent is C(C)(=O)O (acetic acid). Run at time 4 hour. Product: C(C)(=O)NC1=C(C=NN1C1=C(C(=C(C(=C1F)F)C(F)(F)F)F)F)[N+](=O)[O-] (5-acetamido-4-nitro-1-(2,3,5,6-tetrafluoro-4-trifluoromethyl-phenyl)-pyrazole). Yield: 94.0%. Reaction SMILES: C(OC(=O)C)(=O)C.[N+:8]([O-:11])(O)=[O:9].[C:12]([NH:15][C:16]1[N:20]([C:21]2[C:26]([F:27])=[C:25]([F:28])[C:24]([C:29]([F:32])([F:31])[F:30])=[C:23]([F:33])[C:22]=2[F:34])[N:19]=[CH:18][CH:17]=1)(=[O:14])[CH3:13].O>C(O)(=O)C>[C:12]([NH:15][C:16]1[N:20]([C:21]2[C:22]([F:34])=[C:23]([F:33])[C:24]([C:29]([F:32])([F:31])[F:30])=[C:25]([F:28])[C:26]=2[F:27])[N:19]=[CH:18][C:17]=1[N+:8]([O-:11])=[O:9])(=[O:14])[CH3:13]. Reported procedure: 12.5 ml (0.13 mol) of acetic anhydride and 4.5 ml (0.105 mol) of 98 percent strength nitric acid are added in succession to 34.1 g (0.10 mol) of 5-acetamido-1-(2,3,5,6-tetrafluoro-4-trifluoromethyl-phenyl)-pyrazole in 85 ml of glacial acetic acid at about 15° C. The temperature is allowed to rise slowly to 25° C. and the mixture is subsequently stirred for 4 hours. The reaction solution is then poured onto 250 ml of water. The precipitate is filtered off, washed neutral and dried in vacuo. 36.3 ... Reactants: C(\C=C\C(=O)O)(=O)O (fumaric acid), C(CCC)C=1C=C2C=CC=CN2C1C(=O)C1=CC=C(C=C1)CCCN(CCC)CCC ((2-butylindolizin-3-yl){4-[3-(dipropylamino)propyl]phenyl}methanone). Solvent: C(C)(=O)OCC (ethyl acetate), C(C)(=O)OCC (ethyl acetate). Run at temperature 50 celsius. Yields the product C(\C=C\C(=O)O)(=O)O.C(CCC)C=1C=C2C=CC=CN2C1C(=O)C1=CC=C(C=C1)CCCN(CCC)CCC ((2-Butylindolizin-3-yl){4-[3-(dipropylamino)propyl]phenyl}methanone fumarate). Isolated yield 75.8%. Reaction SMILES: [C:1]([OH:8])(=[O:7])/[CH:2]=[CH:3]/[C:4]([OH:6])=[O:5].[CH2:9]([C:13]1[CH:14]=[C:15]2[N:20]([C:21]=1[C:22]([C:24]1[CH:29]=[CH:28][C:27]([CH2:30][CH2:31][CH2:32][N:33]([CH2:37][CH2:38][CH3:39])[CH2:34][CH2:35][CH3:36])=[CH:26][CH:25]=1)=[O:23])[CH:19]=[CH:18][CH:17]=[CH:16]2)[CH2:10][CH2:11][CH3:12]>C(OCC)(=O)C>[C:1]([OH:8])(=[O:7])/[CH:2]=[CH:3]/[C:4]([OH:6])=[O:5].[CH2:9]([C:13]1[CH:14]=[C:15]2[N:20]([C:21]=1[C:22]([C:24]1[CH:29]=[CH:28][C:27]([CH2:30][CH2:31][CH2:32][N:33]([CH2:37][CH2:38][CH3:39])[CH2:34][CH2:35][CH3:36])=[CH:26][CH:25]=1)=[O:23])[CH:19]=[CH:18][CH:17]=[CH:16]2)[CH2:10][CH2:11][CH3:12] |f:3.4|. Procedure details: A solution of fumaric acid in ethyl acetate was added to a solution of (2-butylindolizin-3-yl){4-[3-(dipropylamino)propyl]phenyl}methanone (9.5 g) in ethyl acetate (39 ml) which have then been heated to 50° C. The medium was cooled to 30° C., seeded, and then cooled to 5° C. After an isothermal period at this temperature, the compound obtained was filtered and dried. In this manner, 9.2 g of the desired compound were obtained. Starting materials: C(C)OC(=O)C=1C(=NC(=NC1)SC)NCCC (2-(methylthio)-4-(propylamino)pyrimidine-5-carboxylic acid ethyl ester), O (water), C(C)(C)N(C(C)C)CC (N,N-diisopropylethylamine), N (ammonia). Solvent: CN1C(CCC1)=O (N-methylpyrrolidone), ClC1=CC(=CC=C1)C(=O)OO (meta-chloroperbenzoic acid). Reaction conditions: time 40 minute. Product: NC1=NC=C(C(=N1)NCCC)C(=O)OCC (ethyl 2-amino-4-(propylamino)pyrimidine-5-carboxylate). RXN SMILES: [CH2:1]([O:3][C:4]([C:6]1[C:7]([NH:14][CH2:15][CH2:16][CH3:17])=[N:8][C:9](SC)=[N:10][CH:11]=1)=[O:5])[CH3:2].C([N:21](CC)C(C)C)(C)C.N.O>CN1CCCC1=O.ClC1C=CC=C(C(OO)=O)C=1>[NH2:21][C:9]1[N:8]=[C:7]([NH:14][CH2:15][CH2:16][CH3:17])[C:6]([C:4]([O:3][CH2:1][CH3:2])=[O:5])=[CH:11][N:10]=1. Procedure details: To a solution of 2-(methylthio)-4-(propylamino)pyrimidine-5-carboxylic acid ethyl ester (A1, 11.7 g) in N-methylpyrrolidone (90 mL), meta-chloroperbenzoic acid (70 to 75% wt, 20.8 g) was added under ice cooling, and the mixture was stirred at room temperature for 40 minutes. To the reaction mixture, N,N-diisopropylethylamine (23.9 mL) and 10% aqueous ammonia (60.0 mL) were added at room temperature, and the mixture was stirred at the same temperature for 1 hour. The reaction mixture was poured i... The reactants are [OH-].[K+] (potassium hydroxide), Cl (hydrochloric acid), NC(=S)N (thiourea), BrCC1=CC2=CC=CC=C2C=C1 (2-(bromomethyl)naphthalene). Run in O (water), C(C)O (ethanol). Reaction conditions: temperature 25 celsius, time 17 hour. Product: SCC1=CC2=CC=CC=C2C=C1 (2-(Mercaptomethyl)naphthalene). Yield: 91.9%. RXN SMILES: N[C:2](N)=[S:3].BrC[C:7]1[CH:16]=[CH:15][C:14]2[C:9](=[CH:10][CH:11]=[CH:12][CH:13]=2)[CH:8]=1.[OH-].[K+].Cl>C(O)C.O>[SH:3][CH2:2][C:7]1[CH:16]=[CH:15][C:14]2[C:9](=[CH:10][CH:11]=[CH:12][CH:13]=2)[CH:8]=1 |f:2.3|. Reported procedure: Utilizing the procedure of G. G. Urquhart, J. W. Gates and R. Conner, Org. Syn. Coll. Vol. 3, p. 363, thiourea (6.89 g, 90.5 mmol) was added to a solution of 2-(bromomethyl)naphthalene (20.6 g, 90.5 mmol) in anhydrous ethanol (100 mL) and then heated at reflux. After 17 h, the reaction solution was concentrated to an oil. The oil was dissolved in a solution of potassium hydroxide (11.2 g, 199 mmol) in water (100 mL) and heated at reflux for 2 h. The solution was then cooled to 25° C. and treated... Reactants: COC(=O)Cc1ccc(Oc2ccc(C(F)(F)F)cc2[N+](=O)[O-])cc1, CO. The product is COC(=O)Cc1ccc(Oc2ccc(C(F)(F)F)cc2N)cc1. Reaction SMILES: [CH3:1][O:2][C:3]([CH2:4][c:5]1[cH:6][cH:7][c:8]([O:11][c:12]2[c:13]([N+:22]([O-:23])=[O:24])[cH:14][c:15]([C:18]([F:19])([F:20])[F:21])[cH:16][cH:17]2)[cH:9][cH:10]1)=[O:25].[CH3:26][OH:27]>>[CH3:1][O:2][C:3]([CH2:4][c:5]1[cH:6][cH:7][c:8]([O:11][c:12]2[c:13]([NH2:22])[cH:14][c:15]([C:18]([F:19])([F:20])[F:21])[cH:16][cH:17]2)[cH:9][cH:10]1)=[O:25].